From a dataset of the Open Reaction Database (ORD), a public repository of structured organic reaction records. describe an organic reaction: reactants, conditions, products, and yield Starting materials: OCC1=CC=C(C(=O)C2=CC(=CS2)S(=O)(=O)N)C=C1 (5-(4-hydroxymethylbenzoyl)-3-thiophene sulfonamide). The reagents and catalysts are O=[Mn]=O (MnO2). Solvent: C1CCOC1 (THF). Run at time 30 minute. Yields the product C(=O)C1=CC=C(C(=O)C2=CC(=CS2)S(=O)(=O)N)C=C1 (5-(4-formylbenzoyl)-3-thiophene sulfonamide). Reaction SMILES: [OH:1][CH2:2][C:3]1[CH:19]=[CH:18][C:6]([C:7]([C:9]2[S:13][CH:12]=[C:11]([S:14]([NH2:17])(=[O:16])=[O:15])[CH:10]=2)=[O:8])=[CH:5][CH:4]=1>O=[Mn]=O.C1COCC1>[CH:2]([C:3]1[CH:4]=[CH:5][C:6]([C:7]([C:9]2[S:13][CH:12]=[C:11]([S:14]([NH2:17])(=[O:16])=[O:15])[CH:10]=2)=[O:8])=[CH:18][CH:19]=1)=[O:1]. Procedure details: 30 mg (0.1 mmol) of 5-(4-hydroxymethylbenzoyl)-3-thiophene sulfonamide and 300 mg of MnO2 were added to 5 mL of THF. After stirring at rt for 30 min the mixture was filtered through a bed of celite and eluted with ethyl acetate. The filtrate was concentrated and the crude product subjected to flash chromatography utilizing 1:1 ethyl acetate/hexane as the eluent to recover 16 mg of 5-(4-formylbenzoyl)-3-thiophene sulfonamide as a yellow solid. The reactants are C(C)(C)(C)OC1=CC=C(C=C)C=C1 (p-tert-butoxystyrene), CO (methanol), O.N (ammonia water). As a reaction SMILES: [C:1]([O:5][C:6]1[CH:13]=[CH:12][C:9]([CH:10]=[CH2:11])=[CH:8][CH:7]=1)(C)(C)C.CO.O.N>>[CH3:1][O:5][C:6]1[CH:13]=[CH:12][C:9]([CH:10]=[CH2:11])=[CH:8][CH:7]=1 |f:2.3|. Procedure: p-Methoxystyrene was polymerized in the same manner as in Example 10, and 25 ml (0.26 mole/1) of p-tert-butoxystyrene was thereafter added to the reaction mixture and further polymerized therewith at an elevated temperature of 25° C. Subsequently, methanol (330 mmoles/1) containing a small amount of ammonia water was added to the reaction system to terminate the polymerization and obtain a mixture containing a polymer. The mixture was washed first with a hydrochloric acid aqueous solution (8 vol... Product: COC1=CC=C(C=C)C=C1 (p-Methoxystyrene). Starting materials: [BH3-]C#N, CC(=O)[O-], CO, Cl, COc1c(F)cc(C(C)=O)cc1F, [NH4+], [Na+]. The product is COc1c(F)cc(C(C)N)cc1F. RXN SMILES: [C:19](#[N:20])[BH3-:21].[CH3:15][C:16](=[O:17])[O-:18].[CH3:24][OH:25].[ClH:23].[F:1][c:2]1[cH:3][c:4]([C:11]([CH3:12])=[O:13])[cH:5][c:6]([F:10])[c:7]1[O:8][CH3:9].[NH4+:14].[Na+:22]>>[F:1][c:2]1[cH:3][c:4]([CH:11]([CH3:12])[NH2:20])[cH:5][c:6]([F:10])[c:7]1[O:8][CH3:9].